From a dataset of the Open Reaction Database (ORD), a public repository of structured organic reaction records. describe an organic reaction: reactants, conditions, products, and yield The reactants are N1=C(C=CC=C1)CCNC(=O)C=1C(=CC=CC1)C1=C(C=CC=C1)CN (2′-aminomethylbiphenyl-2-carboxylic acid 2-(2-pyridyl)-ethylamide), (R)-α-methylbenzyl N-succinimido-carbonate, N1=C(C=CC=C1)CCNC(=O)C=1C(=CC=CC1CNC(=O)OC(C1=CC=CC=C1)C)C1=CC=CC=C1 (α-methylbenzyloxycarbonylaminomethylbiphenyl-2-carboxylic acid 2-(2-pyridyl)ethylamide). The product is N1=C(C=CC=C1)CCNC(=O)C=1C(=CC=CC1)C1=C(C=CC=C1)CNC(=O)O[C@@H](C1=CC=CC=C1)C ((R)-2′-(α-Methylbenzyloxycarbonylaminomethyl)biphenyl-2-carboxylic acid 2-(2-pyridyl)ethylamide). Reaction SMILES: [N:1]1[CH:6]=[CH:5][CH:4]=[CH:3][C:2]=1[CH2:7][CH2:8][NH:9][C:10]([C:12]1[C:13]([C:18]2[CH:23]=[CH:22][CH:21]=[CH:20][C:19]=2[CH2:24][NH2:25])=[CH:14][CH:15]=[CH:16][CH:17]=1)=[O:11].N1C=CC=CC=1CCNC(C1C(C2C=CC=CC=2)=CC=CC=1CN[C:45]([O:47][CH:48]([CH3:55])[C:49]1[CH:54]=[CH:53][CH:52]=[CH:51][CH:50]=1)=[O:46])=O>>[N:1]1[CH:6]=[CH:5][CH:4]=[CH:3][C:2]=1[CH2:7][CH2:8][NH:9][C:10]([C:12]1[C:13]([C:18]2[CH:23]=[CH:22][CH:21]=[CH:20][C:19]=2[CH2:24][NH:25][C:45]([O:47][C@H:48]([CH3:55])[C:49]2[CH:54]=[CH:53][CH:52]=[CH:51][CH:50]=2)=[O:46])=[CH:14][CH:15]=[CH:16][CH:17]=1)=[O:11]. Procedure details: From 0.3 mmol of 2′-aminomethylbiphenyl-2-carboxylic acid 2-(2-pyridyl)-ethylamide (precursor 5d) and (R)-α-methylbenzyl N-succinimido-carbonate (precursor 4i), according to the general working procedure 60 mg of (R)-2′-(α-methylbenzyloxycarbonylaminomethylbiphenyl-2-carboxylic acid 2-(2-pyridyl)ethylamide were obtained. MS (ES+): m/e=480 (M+1). Reactants: CC(C)(C)OC(=O)N1C(CO)COC1(C)C, ClCCl, O=[Cr](=O)([O-])Cl, c1cc[nH+]cc1. The product is CC(C)(C)OC(=O)N1C(C=O)COC1(C)C. RXN SMILES: [C:1]([CH3:2])([CH3:3])([CH3:4])[O:5][C:6](=[O:7])[N:8]1[C:9]([CH3:15])([CH3:16])[O:10][CH2:11][CH:12]1[CH2:13][OH:14].[Cl:28][CH2:29][Cl:30].[O:17]=[Cr:18]([Cl:19])([O-:20])=[O:21].[nH+:22]1[cH:23][cH:24][cH:25][cH:26][cH:27]1>>[C:1]([CH3:2])([CH3:3])([CH3:4])[O:5][C:6](=[O:7])[N:8]1[C:9]([CH3:15])([CH3:16])[O:10][CH2:11][CH:12]1[CH:13]=[O:14].